The task is: describe an organic reaction: reactants, conditions, products, and yield. This data is from the Open Reaction Database (ORD), a public repository of structured organic reaction records. Reactants: O=C([O-])O, ClCCl, CCOC(=O)c1cc2c(nc1C)CCCCC2, O=C(OO)c1cccc(Cl)c1, [Na+]. The product is CCOC(=O)c1cc2c([n+]([O-])c1C)CCCCC2. RXN SMILES: [C:29](=[O:30])([OH:31])[O-:32].[CH2:34]([Cl:35])[Cl:36].[CH3:1][c:2]1[c:3]([C:13](=[O:14])[O:15][CH2:16][CH3:17])[cH:4][c:5]2[c:6]([n:7]1)[CH2:8][CH2:9][CH2:10][CH2:11][CH2:12]2.[Cl:18][c:19]1[cH:20][cH:21][cH:22][c:23]([C:24]([O:25][OH:27])=[O:26])[cH:28]1.[Na+:33]>>[CH3:1][c:2]1[c:3]([C:13](=[O:14])[O:15][CH2:16][CH3:17])[cH:4][c:5]2[c:6]([n+:7]1[O-:26])[CH2:8][CH2:9][CH2:10][CH2:11][CH2:12]2.